From a dataset of the Open Reaction Database (ORD), a public repository of structured organic reaction records. describe an organic reaction: reactants, conditions, products, and yield Starting materials: [Cl-].ClCC[NH2+]C(CC)CC (N-(2-chloroethyl)-N-(3-pentyl)ammonium chloride), CC1=C(C=CC(=C1)[N+](=O)[O-])N=C=S (2-methyl-4-nitrophenyl isothiocyanate). As a reaction SMILES: [Cl-].Cl[CH2:3][CH2:4][NH2+:5][CH:6]([CH2:9][CH3:10])[CH2:7][CH3:8].[CH3:11][C:12]1[CH:17]=[C:16]([N+:18]([O-:20])=[O:19])[CH:15]=[CH:14][C:13]=1[N:21]=[C:22]=[S:23]>>[CH3:11][C:12]1[CH:17]=[C:16]([N+:18]([O-:20])=[O:19])[CH:15]=[CH:14][C:13]=1[N:21]=[C:22]1[N:5]([CH:6]([CH2:9][CH3:10])[CH2:7][CH3:8])[CH2:4][CH2:3][S:23]1 |f:0.1|. Procedure details: 3-Pentylamine was converted to N-(2-hydroxyethyl)-N-(3-pentyl)amine according to Method B5a. The amine was reacted with SOCl2 according to Method B7a to give N-(2-chloroethyl)-N-(3-pentyl)ammonium chloride. The chloroethylamine was reacted with 2-methyl-4-nitrophenyl isothiocyanate according to Method C1a to give to give 2-(2-methyl-4-nitrophenylimino)-3-(3-pentyl)-1,3-thiazolidine. Product: CC1=C(C=CC(=C1)[N+](=O)[O-])N=C1SCCN1C(CC)CC (2-(2-methyl-4-nitrophenylimino)-3-(3-pentyl)-1,3-thiazolidine). Starting materials: BrC=1C=C2C=CC(=NC2=CC1)C(=O)N(C)OC (6-bromo-N-methoxy-N-methylquinoline-2-carboxamide), C[Mg]Br (methyl magnesiumbromide). Solvent: C1CCOC1 (THF). Run at temperature 0 celsius, time 1 hour. Product: BrC=1C=C2C=CC(=NC2=CC1)C(C)=O (1-(6-Bromoquinolin-2-yl)ethanone). The yield is 95.7%. RXN SMILES: [Br:1][C:2]1[CH:3]=[C:4]2[C:9](=[CH:10][CH:11]=1)[N:8]=[C:7]([C:12](N(OC)C)=[O:13])[CH:6]=[CH:5]2.[CH3:18][Mg]Br>C1COCC1>[Br:1][C:2]1[CH:3]=[C:4]2[C:9](=[CH:10][CH:11]=1)[N:8]=[C:7]([C:12](=[O:13])[CH3:18])[CH:6]=[CH:5]2. Reported procedure: To a solution of 6-bromo-N-methoxy-N-methylquinoline-2-carboxamide (4.29 g, 14.5 mmol) in THF (100 ml) was added methyl magnesiumbromide (18.2 ml, 17.4 mmol, 0.96M in THF solution) at 0° C. dropwise and the mixture was stirred at 0° C. for 1 hour. Then, the mixture was quenched with saturated ammonium chloride aqueous solution (50 ml) and water (200 ml). After stirring for 30 min, the product was extracted with ethyl acetate which was dried over sodium sulfate. Then, filtration, evaporation and ... The reactants are CC(C1=CC=CC=C1)=NC1=C(C=CC=C1)C(=O)OCC (N-(α-methyl benzylidene)-o-carbethoxyaniline). Reagents/catalysts: [Pd] (Pd/C). Run in C(C)O (ethanol). Product: CC(C1=CC=CC=C1)NC1=C(C=CC=C1)C(=O)OCC (N-(α-methyl benzyl)-o-carbethoxyaniline). The yield is 91.6%. As a reaction SMILES: [CH3:1][C:2](=[N:9][C:10]1[CH:15]=[CH:14][CH:13]=[CH:12][C:11]=1[C:16]([O:18][CH2:19][CH3:20])=[O:17])[C:3]1[CH:8]=[CH:7][CH:6]=[CH:5][CH:4]=1>[Pd].C(O)C>[CH3:1][CH:2]([NH:9][C:10]1[CH:15]=[CH:14][CH:13]=[CH:12][C:11]=1[C:16]([O:18][CH2:19][CH3:20])=[O:17])[C:3]1[CH:4]=[CH:5][CH:6]=[CH:7][CH:8]=1. Procedure details: N-(α-methyl benzylidene)-o-carbethoxyaniline (13 g) prepared by the procedure described in example XXVA was hydrogenated using 5% Pd/C as the catalyst and 95% ethanol as the solvent. N-(α-methyl benzyl)-o-carbethoxyaniline (XVI) (12 g) was obtained by fractional distillation. XVI had a boiling point of 168° C. at 1.4 millimeter. Reactants: S1C(=NC=C1)CN1N=CC2=CC(=CC=C12)NC1=NC=NC2=CC=CC(=C12)O[C@H](C(=O)O)C ((2S)-2-[(4-{[1-(1,3-thiazol-2-ylmethyl)-1H-indazol-5-yl]amino}quinazolin-5-yl)oxy]propanoic acid), N1CCOCC1 (morpholine). Yields the product C[C@@H](C(=O)N1CCOCC1)OC1=C2C(=NC=NC2=CC=C1)NC=1C=C2C=NN(C2=CC1)CC=1SC=CN1 (5-[(1S)-1-methyl-2-morpholin-4-yl-2-oxoethoxy]-N-[1-(1,3-thiazol-2-ylmethyl)-1H-indazol-5-yl]quinazolin-4-amine). Yield: 37.0%. RXN SMILES: [S:1]1[CH:5]=[CH:4][N:3]=[C:2]1[CH2:6][N:7]1[C:15]2[C:10](=[CH:11][C:12]([NH:16][C:17]3[C:26]4[C:21](=[CH:22][CH:23]=[CH:24][C:25]=4[O:27][C@@H:28]([CH3:32])[C:29](O)=[O:30])[N:20]=[CH:19][N:18]=3)=[CH:13][CH:14]=2)[CH:9]=[N:8]1.[NH:33]1[CH2:38][CH2:37][O:36][CH2:35][CH2:34]1>>[CH3:32][C@H:28]([O:27][C:25]1[CH:24]=[CH:23][CH:22]=[C:21]2[C:26]=1[C:17]([NH:16][C:12]1[CH:11]=[C:10]3[C:15](=[CH:14][CH:13]=1)[N:7]([CH2:6][C:2]1[S:1][CH:5]=[CH:4][N:3]=1)[N:8]=[CH:9]3)=[N:18][CH:19]=[N:20]2)[C:29]([N:33]1[CH2:38][CH2:37][O:36][CH2:35][CH2:34]1)=[O:30]. Procedure details: Using the same procedure as in Example 44, (2S)-2-[(4-{[1-(1,3-thiazol-2-ylmethyl)-1H-indazol-5-yl]amino}quinazolin-5-yl)oxy]propanoic acid (380 mg, 0.84 mmol) was reacted with morpholine to give the title compound as a white solid (158 mg, 37%); NMR Spectrum 1.58 (d, 3H), 3.40-3.75 (m, 8H), 5.88 (q, 1H), 6.04 (s, 2H), 7.29 (d, 1H), 7.36 (d, 1H), 7.66 (s, 1H), 7.73-7.78 (m, 3H), 7.88-7.90 (m, 1H), 8.20 (s, 1H), 8.52 (s, 1H), 8.55 (s, 1H), 11.15 (br s, 1H); Mass spectrum MH+ 516. Reactants: N([C@@H](CSC(C1=CC=CC=C1)(C1=CC=CC=C1)C1=CC=CC=C1)C(=O)O)C(=O)OCC1C2=CC=CC=C2C2=CC=CC=C12 (Fmoc-L-Cys(Trt)-OH), [Si](C)(C)(C)C=[N+]=[N-] (TMS-diazomethane). Solvent: CO (methanol), C1=CC=CC=C1 (benzene). Reaction conditions: time 1 hour. Product: N([C@@H](CSC(C1=CC=CC=C1)(C1=CC=CC=C1)C1=CC=CC=C1)C(=O)OC)C(=O)OCC1C2=CC=CC=C2C2=CC=CC=C12 (Fmoc-L-Cys(Trt)-OMe). RXN SMILES: [NH:1]([C:27]([O:29][CH2:30][CH:31]1[C:43]2[C:38](=[CH:39][CH:40]=[CH:41][CH:42]=2)[C:37]2[C:32]1=[CH:33][CH:34]=[CH:35][CH:36]=2)=[O:28])[C@H:2]([C:24]([OH:26])=[O:25])[CH2:3][S:4][C:5]([C:18]1[CH:23]=[CH:22][CH:21]=[CH:20][CH:19]=1)([C:12]1[CH:17]=[CH:16][CH:15]=[CH:14][CH:13]=1)[C:6]1[CH:11]=[CH:10][CH:9]=[CH:8][CH:7]=1.[Si](C=[N+]=[N-])(C)(C)[CH3:45]>CO.C1C=CC=CC=1>[NH:1]([C:27]([O:29][CH2:30][CH:31]1[C:43]2[C:38](=[CH:39][CH:40]=[CH:41][CH:42]=2)[C:37]2[C:32]1=[CH:33][CH:34]=[CH:35][CH:36]=2)=[O:28])[C@H:2]([C:24]([O:26][CH3:45])=[O:25])[CH2:3][S:4][C:5]([C:18]1[CH:23]=[CH:22][CH:21]=[CH:20][CH:19]=1)([C:12]1[CH:13]=[CH:14][CH:15]=[CH:16][CH:17]=1)[C:6]1[CH:7]=[CH:8][CH:9]=[CH:10][CH:11]=1. Procedure: To a stirred solution of Fmoc-L-Cys(Trt)-OH (2.34 g, 4.00 mmol) in methanol (4.0 mL) and benzene (16 mL) was added TMS-diazomethane (2.40 mL, 4.80 mmol). After 1 hour, the mixture was concentrated in vacuo to afford Fmoc-L-Cys(Trt)-OMe which was used in the next step without purification. Starting materials: N(N)C1=CC(N(C(N1CC(C)C)=O)C)=O (6-hydrazino-1-isobutyl-3-methylpyrimidine-2,4(1H,3H)-dione), ClC=1C=C2C(=CNC2=CC1)C=O (5-chloro-1H-indole-3-carbaldehyde), C(C)(=O)C=1C=C(N(C1)C)C=1N(N=C2N(C(N(C(C21)=O)C)=O)CC(C)C)CC2=CNC1=CC=C(C=C21)Cl (3-(4-acetyl-1-methyl-1H-pyrrol-2-yl)-2-[(5-chloro-1H-indol-3-yl)methyl]-7-isobutyl-5-methyl-2H-pyrazolo[3,4-d]pyrimidine-4,6(5H,7H)-dione), Cl.NO (hydroxylamine hydrochloride), C(C)(=O)C=1C=C(N(C1)C)C=O (4-acetyl-1-methyl-1H-pyrrole-2-carbaldehyde). The solvent is N,N′Dimethylacetamide. Yields the product ClC=1C=C2C(=CNC2=CC1)CN1N=C2N(C(N(C(C2=C1C=1N(C=C(C1)\C(\C)=N\O)C)=O)C)=O)CC(C)C (2-[(5-chloro-1H-indol-3-yl)methyl]-3-{4-[(1E)N-hydroxyethanimidoyl]-1-methyl-1H-pyrrol-2-yl}-7-isobutyl-5-methyl-2H-pyrazolo[3,4-d]pyrimidine-4,6(5H,7H)-dione). As a reaction SMILES: N(C1N(CC(C)C)C(=O)N(C)C(=O)C=1)N.ClC1C=C2C(=CC=1)NC=C2C=O.C(C1C=C(C=O)N(C)C=1)(=O)C.[C:39]([C:42]1[CH:43]=[C:44]([C:48]2[N:49]([CH2:64][C:65]3[C:73]4[C:68](=[CH:69][CH:70]=[C:71]([Cl:74])[CH:72]=4)[NH:67][CH:66]=3)[N:50]=[C:51]3[C:56]=2[C:55](=[O:57])[N:54]([CH3:58])[C:53](=[O:59])[N:52]3[CH2:60][CH:61]([CH3:63])[CH3:62])[N:45]([CH3:47])[CH:46]=1)(=O)[CH3:40].Cl.[NH2:76][OH:77]>>[Cl:74][C:71]1[CH:72]=[C:73]2[C:68](=[CH:69][CH:70]=1)[NH:67][CH:66]=[C:65]2[CH2:64][N:49]1[C:48]([C:44]2[N:45]([CH3:47])[CH:46]=[C:42](/[C:39](=[N:76]/[OH:77])/[CH3:40])[CH:43]=2)=[C:56]2[C:51]([N:52]([CH2:60][CH:61]([CH3:62])[CH3:63])[C:53](=[O:59])[N:54]([CH3:58])[C:55]2=[O:57])=[N:50]1 |f:4.5|. Procedure details: This compound was made in one pot following the procedure described above, starting with 6-hydrazino-1-isobutyl-3-methylpyrimidine-2,4(1H,3H)-dione, and condensing first 5-chloro-1H-indole-3-carbaldehyde, followed by 4-acetyl-1-methyl-1H-pyrrole-2-carbaldehyde. To the crude 3-(4-acetyl-1-methyl-1H-pyrrol-2-yl)-2-[(5-chloro-1H-indol-3-yl)methyl]-7-isobutyl-5-methyl-2H-pyrazolo[3,4-d]pyrimidine-4,6(5H,7H)-dione was treated with hydroxylamine hydrochloride and heated at 80° C. in N,N′Dimethylacetam... The reactants are BrC=1C=2CC3=C(NC(C=4N3C=CN4)=O)C2C=CC1 (9-bromo-5H, 10H-imidazo[1,2-a]indeno-[1,2-e]pyrazin-4-one), S(O)(O)(=O)=O (sulphuric acid), [N+](=O)([O-])[O-].[K+] (potassium nitrate). Solvent: ice. Reaction conditions: temperature 20 celsius, time 18 hour. The product is [N+](=O)([O-])C1=C(C=2CC3=C(NC(C=4N3C=CN4)=O)C2C=C1)Br (8-nitro-9-bromo-5H, 10H-imidazo[1,2-a]indeno[1,2-e]-pyrazin-4-one). Isolated yield 74.8%. RXN SMILES: [Br:1][C:2]1[C:3]2[CH2:4][C:5]3[N:10]4[CH:11]=[CH:12][N:13]=[C:9]4[C:8](=[O:14])[NH:7][C:6]=3[C:15]=2[CH:16]=[CH:17][CH:18]=1.S(=O)(=O)(O)O.[N+:24]([O-])([O-:26])=[O:25].[K+]>>[N+:24]([C:18]1[CH:17]=[CH:16][C:15]2[C:6]3[NH:7][C:8](=[O:14])[C:9]4[N:10]([CH:11]=[CH:12][N:13]=4)[C:5]=3[CH2:4][C:3]=2[C:2]=1[Br:1])([O-:26])=[O:25] |f:2.3|. Procedure: 1 g of 9-bromo-5H, 10H-imidazo[1,2-a]indeno-[1,2-e]pyrazin-4-one is added to 6 ml of concentrated sulphuric acid (20N) at a temperature close to 0° C. 0.3 g of potassium nitrate is then added in two portions to this solution while maintaining the temperature between 0° and 5° C. The reaction medium is stirred for 18 hours at 20° C., then poured into 50 ml of ice-cold water. The insoluble matter is filtered, washed with 50 ml of ethyl acetate and dried under reduced pressure (15 mmHg; 2 kPa) at 5... Starting materials: C(C)(C)(C)OC(N[C@@H](CC(C)C)C(NC1=NN(C=C1)CC(C)(C)O)=O)=O ({(S)-1-[1-(2-hydroxy-2-methyl-propyl)-1H-pyrazol-3-ylcarbamoyl]-3-methyl-butyl}-carbamic acid t-butyl ester), FC(C(=O)O)(F)F (trifluoroacetic acid), ClCCl (dichloromethane). Reaction conditions: time 1 hour. The product is Cl.OC(CN1N=C(C=C1)NC([C@H](CC(C)C)N)=O)(C)C ((S)-2-amino-4-methyl-pentanoic acid [1-(2-hydroxy-2-methyl-propyl)-1H-pyrazol-3-yl]amide hydrochloride). The yield is 100.0%. As a reaction SMILES: C(OC(=O)[NH:7][C@H:8]([C:13](=[O:25])[NH:14][C:15]1[CH:19]=[CH:18][N:17]([CH2:20][C:21]([OH:24])([CH3:23])[CH3:22])[N:16]=1)[CH2:9][CH:10]([CH3:12])[CH3:11])(C)(C)C.FC(F)(F)C(O)=O.[Cl:34]CCl>>[ClH:34].[OH:24][C:21]([CH3:23])([CH3:22])[CH2:20][N:17]1[CH:18]=[CH:19][C:15]([NH:14][C:13](=[O:25])[C@@H:8]([NH2:7])[CH2:9][CH:10]([CH3:11])[CH3:12])=[N:16]1 |f:3.4|. Procedure: A solution of {(S)-1-[1-(2-hydroxy-2-methyl-propyl)-1H-pyrazol-3-ylcarbamoyl]-3-methyl-butyl}-carbamic acid t-butyl ester (4.15 g) in dichloromethane (8 mL) was treated with trifluoroacetic acid (8 mL) and stirred at room temperature for 1 h. At this time the mixture was concentrated in vacuo and the residue dissolved in methanol (10 mL) and treated with hydrogen chloride gas for 2 min. The mixture was concentrated in vacuo and the residue was dried under high vacuum. The solid obtained was trit...